From a dataset of the Open Reaction Database (ORD), a public repository of structured organic reaction records. describe an organic reaction: reactants, conditions, products, and yield Reactants: Cl (HCl), CC=1C=C(N)C=C(C1)C (3,5-dimethyl-aniline), ClC1=NC=C(C2=CC=CC=C12)CC1=CC=NC=C1 (1-chloro-4-[(pyridin-4-yl)-methyl]-isoquinoline). The solvent is C(C)O (ethanol). Conditions: temperature 90 celsius. Product: CC=1C=C(NC2=NC=C(C3=CC=CC=C23)CC2=CC=NC=C2)C=C(C1)C (1-(3,5-Dimethylanilino)-4-[(pyridin-4-yl)-methyl]-isoquinoline). RXN SMILES: [CH3:1][C:2]1[CH:3]=[C:4]([CH:6]=[C:7]([CH3:9])[CH:8]=1)[NH2:5].Cl.Cl[C:12]1[C:21]2[C:16](=[CH:17][CH:18]=[CH:19][CH:20]=2)[C:15]([CH2:22][C:23]2[CH:28]=[CH:27][N:26]=[CH:25][CH:24]=2)=[CH:14][N:13]=1>C(O)C>[CH3:1][C:2]1[CH:3]=[C:4]([CH:6]=[C:7]([CH3:9])[CH:8]=1)[NH:5][C:12]1[C:21]2[C:16](=[CH:17][CH:18]=[CH:19][CH:20]=2)[C:15]([CH2:22][C:23]2[CH:28]=[CH:27][N:26]=[CH:25][CH:24]=2)=[CH:14][N:13]=1. Reported procedure: With the exclusion of moisture, 100 mg (0.825 mmol) of 3,5-dimethyl-aniline are dissolved in 4 ml of ethanol, and 196 μl (0.784 mmol) of HCl (4N in dioxane) are added. After the addition of 200 mg (0.785 mmol) of 1-chloro-4-[(pyridin-4-yl)-methyl]-isoquinoline, the mixture is heated for 8 hours at 90° C. Concentration by evaporation is then carried out; the residue is taken up in 4 ml of water, 1 ml of saturated ammonia solution and 20 ml of CH2Cl2, and the organic phase is separated off, dried ... The reactants are Nc1c(F)cc(Br)cc1F, CC(=O)N=C=S, CC(C)=O, O. The product is CC(=O)NC(=S)Nc1c(F)cc(Br)cc1F. RXN SMILES: [Br:1][c:2]1[cH:3][c:4]([F:10])[c:5]([NH2:9])[c:6]([F:8])[cH:7]1.[C:11]([CH3:12])(=[O:13])[N:14]=[C:15]=[S:16].[CH3:18][C:19](=[O:20])[CH3:21].[OH2:17]>>[Br:1][c:2]1[cH:3][c:4]([F:10])[c:5]([NH:9][C:15]([NH:14][C:11]([CH3:12])=[O:13])=[S:16])[c:6]([F:8])[cH:7]1.